From a dataset of the Open Reaction Database (ORD), a public repository of structured organic reaction records. describe an organic reaction: reactants, conditions, products, and yield Starting materials: CCOC(=O)CC(=O)OCC, O=C(C=CCl)CCl. The product is CCOC(=O)C(C(=O)OCC)=C(C=CCl)CCl. Reaction SMILES: [C:8]([CH2:9][C:10](=[O:11])[O:12][CH2:13][CH3:14])(=[O:15])[O:16][CH2:17][CH3:18].[Cl:1][CH2:2][C:3]([CH:4]=[CH:5][Cl:6])=[O:7]>>[Cl:1][CH2:2][C:3]([CH:4]=[CH:5][Cl:6])=[C:9]([C:8](=[O:15])[O:16][CH2:17][CH3:18])[C:10](=[O:11])[O:12][CH2:13][CH3:14].